From a dataset of the Open Reaction Database (ORD), a public repository of structured organic reaction records. describe an organic reaction: reactants, conditions, products, and yield Starting materials: CN(C)P(=O)(N(C)C)N(C)C, COc1cccc2c1C1(C)CCC3C(C)(C)CCCC3(C)C1CS2, [H-], [Li+]. Product: CC1(C)CCCC2(C)C1CCC1(C)c3c(O)cccc3SCC12. RXN SMILES: [CH3:27][N:28]([CH3:29])[P:30]([N:31]([CH3:32])[CH3:33])([N:34]([CH3:35])[CH3:36])=[O:37].[CH3:3][O:4][c:5]1[c:6]2[c:19]([cH:20][cH:21][cH:22]1)[S:18][CH2:17][CH:16]1[C:7]2([CH3:26])[CH2:8][CH2:9][CH:10]2[C:11]([CH3:24])([CH3:25])[CH2:12][CH2:13][CH2:14][C:15]21[CH3:23].[H-:1].[Li+:2]>>[OH:4][c:5]1[c:6]2[c:19]([cH:20][cH:21][cH:22]1)[S:18][CH2:17][CH:16]1[C:7]2([CH3:26])[CH2:8][CH2:9][CH:10]2[C:11]([CH3:24])([CH3:25])[CH2:12][CH2:13][CH2:14][C:15]21[CH3:23]. The reactants are O=C(O)CN(CC(=O)O)C(=O)OCC1c2ccccc2-c2ccccc21, CCOC(C)=O. Product: O=C1CN(C(=O)OCC2c3ccccc3-c3ccccc32)CC(=O)O1. As a reaction SMILES: [C:1](=[O:2])([O:3][CH2:4][CH:5]1[c:6]2[cH:7][cH:8][cH:9][cH:10][c:11]2-[c:12]2[cH:13][cH:14][cH:15][cH:16][c:17]21)[N:18]([CH2:19][C:20](=[O:21])[OH:22])[CH2:23][C:24](=[O:25])[OH:26].[CH3:27][CH2:28][O:29][C:30](=[O:31])[CH3:32]>>[C:1](=[O:2])([O:3][CH2:4][CH:5]1[c:6]2[cH:7][cH:8][cH:9][cH:10][c:11]2-[c:12]2[cH:13][cH:14][cH:15][cH:16][c:17]21)[N:18]1[CH2:19][C:20](=[O:21])[O:22][C:24](=[O:26])[CH2:23]1. The reactants are C1(=CC=CC=C1)N1C2=C(C(C=3C=CC=NC13)=O)CC(CC2)=O (6,8,9,10-tetrahydro-10-phenylbenzo[b][1,8]naphthyridin-5,7-dione), [BH4-].[Na+] (sodium borohydride), C(C)O (ethanol). The solvent is O (water). Reaction conditions: time 15 minute. The product is C1(=CC=CC=C1)N1C2=C(C(C=3C=CC=NC13)=O)CC(CC2)O (10-phenyl-7-hydroxy-6,7,8,9-tetrahydro-benzo[b][1,8]naphthyridin-5(10H)-one). Reaction SMILES: [C:1]1([N:7]2[C:16]3[N:15]=[CH:14][CH:13]=[CH:12][C:11]=3[C:10](=[O:17])[C:9]3[CH2:18][C:19](=[O:22])[CH2:20][CH2:21][C:8]2=3)[CH:6]=[CH:5][CH:4]=[CH:3][CH:2]=1.[BH4-].[Na+].C(O)C>O>[C:1]1([N:7]2[C:16]3[N:15]=[CH:14][CH:13]=[CH:12][C:11]=3[C:10](=[O:17])[C:9]3[CH2:18][CH:19]([OH:22])[CH2:20][CH2:21][C:8]2=3)[CH:2]=[CH:3][CH:4]=[CH:5][CH:6]=1 |f:1.2|. Procedure: Reduce 6,8,9,10-tetrahydro-10-phenylbenzo[b][1,8]naphthyridin-5,7-dione (2 mmol) with sodium borohydride (50 mg) in a solvent of ethanol (30 ml) and water (0.25 ml). After 15 minutes, pour the reaction mixture over ice and collect the resulting precipitate on a filter. Reserve the precipitate, and extract the aqueous filtrate with chloroform. Dry the extracts, evaporate the chloroform, and combine the residue with the reserved precipitate to give the product, 10-phenyl-7-hydroxy-6,7,8,9-tetrahyd... Starting materials: C(C)(=O)C1=CNC2=CC(=C(C=C12)C(=O)OC)Cl (methyl 3-acetyl-6-chloro-1H-indole-5-carboxylate). Run in [OH-].[Na+] (sodium hydroxide), O1CCOCC1 (dioxane). Conditions: time 8 hour. Yields the product C(C)(=O)C1=CNC2=CC(=C(C=C12)C(=O)O)Cl (3-acetyl-6-chloro-1H-indole-5-carboxylic acid). Yield: 85.2%. RXN SMILES: [C:1]([C:4]1[C:12]2[C:7](=[CH:8][C:9]([Cl:17])=[C:10]([C:13]([O:15]C)=[O:14])[CH:11]=2)[NH:6][CH:5]=1)(=[O:3])[CH3:2]>[OH-].[Na+].O1CCOCC1>[C:1]([C:4]1[C:12]2[C:7](=[CH:8][C:9]([Cl:17])=[C:10]([C:13]([OH:15])=[O:14])[CH:11]=2)[NH:6][CH:5]=1)(=[O:3])[CH3:2] |f:1.2|. Procedure details: A solution of methyl 3-acetyl-6-chloro-1H-indole-5-carboxylate (0.21 g, 0.84 mmol) in 1.5 N sodium hydroxide (0.7 mL) and dioxane (0.5 mL) was heated at 60 C for 6 h and stirred overnight at room temperature. The reaction was quenched by the addition of acetic acid and diluted with water. The resulting solid was filtered, washed with water and dried in vacuo to give the title compound (0.17 g, 96%) as pale yellow powder, m/z=238 (M+H). The reactants are C(C)(C)(C)O[C@H](C(=O)OC)C1=C2N3CCC(OCCCC[C@@H](OC=4C=CC(=CC4C4=CC=CC(C5=CN2C(C=C1C)=N5)=C4)F)C)(CC3)C (methyl(2S)-2-(tert-butoxy)-2-[(22S)-17-fluoro-4,22,28-trimethyl-21,27-dioxa-1,7,34-triazahexacyclo[26.2.2.16,9.110,14.02,7.015,20]tetratriaconta-2,4,6(34),8,10(33),11,13,15(20),16,18-decaen-3-yl]acetate), C(C)(C)(C)O[C@H](C(=O)OC)C1=C2N3CCC(OCCCC[C@@H](OC=4C=C(C(=CC4C4=CC=CC(C5=C(N2C(C(=C1C)Br)=N5)Br)=C4)F)C)C)(CC3)C (methyl(2S)-2-(tert-butoxy)-2-[(22S)-5,8-dibromo-17-fluoro-4,18,22,28-tetramethyl-21,27-dioxa-1,7,34-triazahexacyclo[26.2.2.16,9.110,14.02,7.015,20]tetratriaconta-2,4,6(34),8,10(33),11,13,15(20),16,18-decaen-3-yl]acetate). Yields the product C(C)(C)(C)O[C@H](C(=O)OC)C1=C2N3CCC(OCCCC[C@@H](OC=4C=CC(=CC4C4=CC=CC(C5=C(N2C(C(=C1C)Br)=N5)Br)=C4)F)C)(CC3)C (Methyl(2S)-2-(tert-butoxy)-2-[(22S)-5,8-dibromo-17-fluoro-4,22,28-trimethyl-21,27-dioxa-1,7,34-triazahexacyclo[26.2.2.16,9.110,14.02,7.015,20]tetratriaconta-2,4,6(34),8,10(33),11,13,15(20),16,18-decaen-3-yl]acetate). Yield: 73.0%. As a reaction SMILES: C(O[C@@H](C1C(C)=CC2=NC3=CN2C=1N1CCC(C)(OCCCC[C@H](C)OC2C=CC(F)=CC=2C2C=C3C=CC=2)CC1)C(OC)=O)(C)(C)C.[C:49]([O:53][C@@H:54]([C:59]1[C:88]([CH3:89])=[C:87]([Br:90])[C:86]2=[N:91][C:83]3=[C:84]([Br:92])[N:85]2[C:60]=1[N:61]1[CH2:98][CH2:97][C:64]([CH3:99])([O:65][CH2:66][CH2:67][CH2:68][CH2:69][C@H:70]([CH3:96])[O:71][C:72]2[CH:73]=[C:74](C)[C:75]([F:94])=[CH:76][C:77]=2[C:78]2[CH:93]=[C:82]3[CH:81]=[CH:80][CH:79]=2)[CH2:63][CH2:62]1)[C:55]([O:57][CH3:58])=[O:56])([CH3:52])([CH3:51])[CH3:50]>>[C:49]([O:53][C@@H:54]([C:59]1[C:88]([CH3:89])=[C:87]([Br:90])[C:86]2=[N:91][C:83]3=[C:84]([Br:92])[N:85]2[C:60]=1[N:61]1[CH2:62][CH2:63][C:64]([CH3:99])([O:65][CH2:66][CH2:67][CH2:68][CH2:69][C@H:70]([CH3:96])[O:71][C:72]2[CH:73]=[CH:74][C:75]([F:94])=[CH:76][C:77]=2[C:78]2[CH:93]=[C:82]3[CH:81]=[CH:80][CH:79]=2)[CH2:97][CH2:98]1)[C:55]([O:57][CH3:58])=[O:56])([CH3:52])([CH3:50])[CH3:51]. Procedure: Prepared in 73% yield from methyl(2S)-2-(tert-butoxy)-2-[(22S)-17-fluoro-4,22,28-trimethyl-21,27-dioxa-1,7,34-triazahexacyclo[26.2.2.16,9.110,14.02,7.015,20]tetratriaconta-2,4,6(34),8,10(33),11,13,15(20),16,18-decaen-3-yl]acetate following the procedure for methyl(2S)-2-(tert-butoxy)-2-[(22S)-5,8-dibromo-17-fluoro-4,18,22,28-tetramethyl-21,27-dioxa-1,7,34-triazahexacyclo[26.2.2.16,9.110,14.02,7.015,20]tetratriaconta-2,4,6(34),8,10(33),11,13,15(20),16,18-decaen-3-yl]acetate. LCMS (ESI, M+1): 816.... Procedure: Procedure same as that for tert-butyl(S)-3-((4-(ethylsulfonyl)benzyl)carbamoyl)-7-isopropyl-5,7-dihydro-6H-pyrrolo[3,4-b]pyridine-6-carboxylate, using (7S)-6-(tert-butoxycarbonyl)-7-isopropyl-5-methyl-6,7-dihydro-5H-pyrrolo[3,4-b]pyridine-3-carboxylic acid as a starting material. LC-MS tR=0.95 min in 1 min chromatography, MS (ESI) m/z 502.6 [M+H]+. 1H NMR (CD3OD, 400 MHz, mixture of diastereomers): δ 8.93 (s, 1H), 7.79 (d, J=8.4 Hz, 2H), 7.50 (d, J=8.4 Hz, 2H), 7.24 (s, 1H), 5.06-4.88 (m, 2H), 4... Reaction conditions: time 1 minute. As a reaction SMILES: [CH2:1]([S:3]([C:6]1[CH:34]=[CH:33][C:9]([CH2:10][NH:11][C:12]([C:14]2[CH:15]=[C:16]3[CH2:22][N:21]([C:23]([O:25][C:26]([CH3:29])([CH3:28])[CH3:27])=[O:24])[C@@H:20]([CH:30]([CH3:32])[CH3:31])[C:17]3=[N:18][CH:19]=2)=[O:13])=[CH:8][CH:7]=1)(=[O:5])=[O:4])[CH3:2].[C:35](OC(N1C(C)C2C(=NC=C(C(O)=O)C=2)[C@@H]1C(C)C)=O)(C)(C)C>>[CH2:1]([S:3]([C:6]1[CH:7]=[CH:8][C:9]([CH2:10][NH:11][C:12]([C:14]2[CH:15]=[C:16]3[CH:22]([CH3:35])[N:21]([C:23]([O:25][C:26]([CH3:27])([CH3:28])[CH3:29])=[O:24])[C@@H:20]([CH:30]([CH3:31])[CH3:32])[C:17]3=[N:18][CH:19]=2)=[O:13])=[CH:33][CH:34]=1)(=[O:5])=[O:4])[CH3:2]. The reactants are C(C)S(=O)(=O)C1=CC=C(CNC(=O)C=2C=C3C(=NC2)[C@@H](N(C3)C(=O)OC(C)(C)C)C(C)C)C=C1 (tert-butyl(S)-3-((4-(ethylsulfonyl)benzyl)carbamoyl)-7-isopropyl-5,7-dihydro-6H-pyrrolo[3,4-b]pyridine-6-carboxylate), C(C)(C)(C)OC(=O)N1[C@H](C2=NC=C(C=C2C1C)C(=O)O)C(C)C ((7S)-6-(tert-butoxycarbonyl)-7-isopropyl-5-methyl-6,7-dihydro-5H-pyrrolo[3,4-b]pyridine-3-carboxylic acid). The product is C(C)S(=O)(=O)C1=CC=C(CNC(=O)C=2C=C3C(=NC2)[C@@H](N(C3C)C(=O)OC(C)(C)C)C(C)C)C=C1 (Tert-butyl(7S)-3-((4-(ethylsulfonyl)benzyl)carbamoyl)-7-isopropyl-5-methyl-5,7-dihydro-6H-pyrrolo[3,4-b]pyridine-6-carboxylate). Reactants: IC=1C=C2/C(/C(NC(C2=CC1)=O)=O)=C/NC1=CC=C(C=C1)N1CCNCC1 ((4Z)-6-Iodo-4-{[(4-piperazin-1-ylphenyl)amino]methylene}isoquinoline-1,3(2H,4H)-dione), C(C)(=O)O[BH-](OC(C)=O)OC(C)=O.[Na+] (sodium triacetoxyborohydride), C(CC)=O (propionaldehyde), C(C)(=O)O (acetic acid), C([O-])(O)=O.[Na+] (sodium bicarbonate). Run in CN1C(CCC1)=O (N-methylpyrrolidinone), C(Cl)Cl (methylene chloride), C(Cl)Cl (methylene chloride). Run at time 40 minute. The product is IC=1C=C2/C(/C(NC(C2=CC1)=O)=O)=C/NC1=CC=C(C=C1)N1CCN(CC1)CCC ((4Z)-6-Iodo-4-({[4-(4-propylpiperazin-1-yl)phenyl]amino}methylene)isoquinoline-1,3(2H,4H)-dione). Yield: 69.7%. As a reaction SMILES: [I:1][C:2]1[CH:3]=[C:4]2[C:9](=[CH:10][CH:11]=1)[C:8](=[O:12])[NH:7][C:6](=[O:13])/[C:5]/2=[CH:14]\[NH:15][C:16]1[CH:21]=[CH:20][C:19]([N:22]2[CH2:27][CH2:26][NH:25][CH2:24][CH2:23]2)=[CH:18][CH:17]=1.C(O[BH-](OC(=O)C)OC(=O)C)(=O)C.[Na+].[CH:42](=O)[CH2:43][CH3:44].C(O)(=O)C.C(=O)(O)[O-].[Na+]>CN1CCCC1=O.C(Cl)Cl>[I:1][C:2]1[CH:3]=[C:4]2[C:9](=[CH:10][CH:11]=1)[C:8](=[O:12])[NH:7][C:6](=[O:13])/[C:5]/2=[CH:14]\[NH:15][C:16]1[CH:17]=[CH:18][C:19]([N:22]2[CH2:23][CH2:24][N:25]([CH2:42][CH2:43][CH3:44])[CH2:26][CH2:27]2)=[CH:20][CH:21]=1 |f:1.2,5.6|. Procedure: (4Z)-6-Iodo-4-{[(4-piperazin-1-ylphenyl)amino]methylene}isoquinoline-1,3(2H,4H)-dione (47.4 mg, 0.1 mmol) is dissolved in N-methylpyrrolidinone (1 mL) and methylene chloride (0.3 mL), followed by addition of sodium triacetoxyborohydride (244 mg, 1.15 mmol), propionaldehyde (0.186 mL, 2.6 mmol) and acetic acid (0.15 mL, 2.6 mmol). After stirring at room temperature for 40 min, methylene chloride and saturated sodium bicarbonate solution were added. The organic layer is separated and dried to give...